This data is from the Open Reaction Database (ORD), a public repository of structured organic reaction records. The task is: describe an organic reaction: reactants, conditions, products, and yield The reactants are C(CC#N)#N (malononitrile), O.NN (hydrazine hydrate), IC=1C=C(C=CC1)NN=C(C#N)C#N (2-[(3-iodophenyl)hydrazono]malononitrile), IC=1C=C(N)C=CC1 (3-iodoaniline), O.NN (hydrazine hydrate). Yields the product IC=1C=C(C=CC1)NN=C1C(=NN=C1N)N (4-[(3-iodophenyl)hydrazono]-4H-pyrazole-3,5-diamine), compound. The yield is 74.0%. Reaction SMILES: IC1C=C(N[N:9]=[C:10]([C:13]#[N:14])[C:11]#[N:12])C=CC=1.[I:15][C:16]1[CH:17]=[C:18]([CH:20]=[CH:21][CH:22]=1)[NH2:19].C(#N)CC#N.O.[NH2:29][NH2:30]>>[I:15][C:16]1[CH:17]=[C:18]([NH:19][N:9]=[C:10]2[C:11]([NH2:12])=[N:30][N:29]=[C:13]2[NH2:14])[CH:20]=[CH:21][CH:22]=1 |f:3.4|. Procedure: 4-[(3-iodophenyl)hydrazono]-4H-pyrazole-3,5-diamine was prepared using 148 mg (0.5 mmol) of 2-[(3-iodophenyl)hydrazono]malononitrile, which was derived from 3-iodoaniline (219 mg, 1.0 mmol) and malononitrile (1.5 mmol), and hydrazine hydrate. The hydrazine hydrate was added to the solution at a temperature of 75° C. despite the fact that the starting material had not fully dissolved. The solution cleared briefly and then a precipitate formed. The resulting solid was isolated by filtration, washe... The reactants are COC(N(C)C)OC (dimethylformamide dimethylacetal), C1(=C(C(=C(C(=C1F)F)F)N)F)N.Cl.Cl (dihydrochloride), N1C(=NC=C1)C1CNCCC1 (3-(1H-imidazol-2-yl)piperidine), C[O-].[Na+] (sodium methoxide). The solvent is CO (methanol). Conditions: time 10 minute. The product is COC(N1CC(CCC1)C=1NC=CN1)OC (3-(1H-imidazol-2-yl)-1-piperidinecarboxaldehyde dimethylacetal). RXN SMILES: C1(N)C(F)=C(F)C(F)=C(N)C=1F.Cl.Cl.[NH:15]1[CH:19]=[CH:18][N:17]=[C:16]1[CH:20]1[CH2:25][CH2:24][CH2:23][NH:22][CH2:21]1.C[O-].[Na+].[CH3:29][O:30][CH:31]([O:35][CH3:36])N(C)C>CO>[CH3:29][O:30][CH:31]([O:35][CH3:36])[N:22]1[CH2:23][CH2:24][CH2:25][CH:20]([C:16]2[NH:15][CH:19]=[CH:18][N:17]=2)[CH2:21]1 |f:0.1.2,4.5|. Reported procedure: A mixture containing the dihydrochloride salt of 3-(1H-imidazol-2-yl)piperidine (0.99 g, 0.0044M) and methanol (10 ml) which contained sodium methoxide (0.009M) was stirred at room temperature for 10 min. and dimethylformamide dimethylacetal (10 ml) was added and heated at 90° C. for 8 hrs. The excess of dimethylformamide dimethylacetal was removed to give 3-(1H-imidazol-2-yl)-1-piperidinecarboxaldehyde dimethylacetal. To the mixture of 6-aminopenicillanic acid (0.77 g, 0.0035M) and diisopropyl ... The reactants are C(C#C)O (propargyl alcohol), N1C=NC=C1 (imidazole), CC(C)(C)[Si](C)(C)Cl (TBDMS-Cl), O (water). The solvent is CN(C)C=O (DMF), CN(C)C=O (DMF). Reaction conditions: temperature 0 celsius, time 30 minute. The product is C(C)(C)(C)[Si](OCC#C)(C)C (tert-butyldimethyl(prop-2-yn-1-yloxy)silane). The yield is 100.1%. RXN SMILES: [CH2:1]([OH:4])[C:2]#[CH:3].N1C=CN=C1.[CH3:10][C:11]([Si:14](Cl)([CH3:16])[CH3:15])([CH3:13])[CH3:12].O>CN(C=O)C>[C:11]([Si:14]([CH3:16])([CH3:15])[O:4][CH2:1][C:2]#[CH:3])([CH3:13])([CH3:12])[CH3:10]. Procedure details: To a solution of propargyl alcohol (15 g, 267 mmol) in DMF (60 mL), imidazole (21.85 g, 321 mmol) was added at 0° C. followed by the slow addition of a solution of TBDMS-Cl (47.2 mL, 272 mmol) in DMF (70 mL). Resulting reaction mixture was stirred at 0° C. for 30 min and then at room temperature for overnight. On completion, water was added to the reaction mixture and the aqueous layer extracted with 20% ethyl acetate/hexane. The combined organic layers were dried over sodium sulfate and concent... Reactants: CCOC(=O)C=Cc1cc(CO[Si](C(C)C)(C(C)C)C(C)C)c(C)o1, CCOC(C)=O. Product: CCOC(=O)CCc1cc(CO[Si](C(C)C)(C(C)C)C(C)C)c(C)o1. Reaction SMILES: [CH2:1]([CH3:2])[O:3][C:4]([CH:5]=[CH:6][c:7]1[o:8][c:9]([CH3:24])[c:10]([CH2:12][O:13][Si:14]([CH:15]([CH3:16])[CH3:17])([CH:18]([CH3:19])[CH3:20])[CH:21]([CH3:22])[CH3:23])[cH:11]1)=[O:25].[CH3:26][CH2:27][O:28][C:29](=[O:30])[CH3:31]>>[CH2:1]([CH3:2])[O:3][C:4]([CH2:5][CH2:6][c:7]1[o:8][c:9]([CH3:24])[c:10]([CH2:12][O:13][Si:14]([CH:15]([CH3:16])[CH3:17])([CH:18]([CH3:19])[CH3:20])[CH:21]([CH3:22])[CH3:23])[cH:11]1)=[O:25]. The reactants are COC1=CC=C(C=C1)C(NC=1COCC([C@@](N1)(C)C1=C(C=CC(=C1)N=C(C1=CC=CC=C1)C1=CC=CC=C1)F)(F)F)(C1=CC=CC=C1)C1=CC=C(C=C1)OC ((R)—N-(bis(4-methoxyphenyl)(phenyl)methyl)-5-(5-(diphenylmethyleneamino)-2-fluorophenyl)-6,6-difluoro-5-methyl-2,5,6,7-tetrahydro-1,4-oxazepin-3-amine), FC(C(=O)O)(F)F (trifluoroacetic acid). Run in O1CCOCC1 (1,4-dioxane), Cl (hydrochloric acid), ClCCl (dichloromethane). Reaction conditions: time 1 hour. The product is NC=1C=CC(=C(C1)[C@]1(N=C(COCC1(F)F)N)C)F ((R)-5-(5-amino-2-fluorophenyl)-6,6-difluoro-5-methyl-2,5,6,7-tetrahydro-1,4-oxazepin-3-amine). Reaction SMILES: COC1C=CC(C(C2C=CC(OC)=CC=2)(C2C=CC=CC=2)[NH:10][C:11]2[CH2:12][O:13][CH2:14][C:15]([F:41])([F:40])[C@:16]([C:19]3[CH:24]=[C:23]([N:25]=C(C4C=CC=CC=4)C4C=CC=CC=4)[CH:22]=[CH:21][C:20]=3[F:39])([CH3:18])[N:17]=2)=CC=1.FC(F)(F)C(O)=O>ClCCl.O1CCOCC1.Cl>[NH2:25][C:23]1[CH:22]=[CH:21][C:20]([F:39])=[C:19]([C@:16]2([CH3:18])[C:15]([F:40])([F:41])[CH2:14][O:13][CH2:12][C:11]([NH2:10])=[N:17]2)[CH:24]=1. Procedure: To a solution of crude (R)—N-(bis(4-methoxyphenyl)(phenyl)methyl)-5-(5-(diphenylmethyleneamino)-2-fluorophenyl)-6,6-difluoro-5-methyl-2,5,6,7-tetrahydro-1,4-oxazepin-3-amine (1.2 mmol) in dichloromethane (20 ml) was added at 22° C. trifluoroacetic acid (2.6 ml) and stirring was continued for 1 h. The mixture was diluted with 1,4-dioxane (40 ml) and aqueous hydrochloric acid (1 M, 33 ml) and vigorous stirring of the emulsion at 22° C. was continued for 16 h. The mixture was evaporated and the res... Starting materials: NC=1C=C(OC=2C=CC=3N(N2)C=C(N3)NC(C)=O)C=CC1 (N-[6-(3-aminophenoxy)imidazo[1,2-b]pyridazin-2-yl]acetamide), C1(CC1)C(=O)Cl (cyclopropanecarbonyl chloride). The solvent is CN(C(C)=O)C (N,N-dimethylacetamide). Reaction conditions: time 14 hour. The product is C(C)(=O)NC=1N=C2N(N=C(C=C2)OC=2C=C(C=CC2)NC(=O)C2CC2)C1 (N-(3-{[2-(acetylamino)imidazo[1,2-b]pyridazin-6-yl]oxy}phenyl)cyclopropanecarboxamide). Isolated yield 51.2%. Reaction SMILES: [NH2:1][C:2]1[CH:3]=[C:4]([CH:19]=[CH:20][CH:21]=1)[O:5][C:6]1[CH:7]=[CH:8][C:9]2[N:10]([CH:12]=[C:13]([NH:15][C:16](=[O:18])[CH3:17])[N:14]=2)[N:11]=1.[CH:22]1([C:25](Cl)=[O:26])[CH2:24][CH2:23]1>CN(C)C(=O)C>[C:16]([NH:15][C:13]1[N:14]=[C:9]2[CH:8]=[CH:7][C:6]([O:5][C:4]3[CH:3]=[C:2]([NH:1][C:25]([CH:22]4[CH2:24][CH2:23]4)=[O:26])[CH:21]=[CH:20][CH:19]=3)=[N:11][N:10]2[CH:12]=1)(=[O:18])[CH3:17]. Procedure: A mixture of N-[6-(3-aminophenoxy)imidazo[1,2-b]pyridazin-2-yl]acetamide (17 mg, 0.06 mmol), cyclopropanecarbonyl chloride (9.5 mg, 0.09 mmol) and N,N-dimethylacetamide (0.5 mL) was stirred at room temperature for 14 hr. The reaction mixture was purified by preparative HPLC to give the title compound (10.8 mg, 51%). Reactants: CO (Methanol), FC=1C=C(C=CC1N1CCOCC1)[N+](=O)[O-] (3-fluoro-4-morpholinyl nitrobenzene). Reagents/catalysts: [Ni] (Raney Nickel). The solvent is O (water). Run at temperature 47.5 celsius, time 8 hour. Yields the product FC=1C=C(N)C=CC1N1CCOCC1 (3-fluoro-4-morpholinyl aniline). Isolated yield 90.3%. Reaction SMILES: CO.[F:3][C:4]1[CH:5]=[C:6]([N+:16]([O-])=O)[CH:7]=[CH:8][C:9]=1[N:10]1[CH2:15][CH2:14][O:13][CH2:12][CH2:11]1>[Ni].O>[F:3][C:4]1[CH:5]=[C:6]([CH:7]=[CH:8][C:9]=1[N:10]1[CH2:15][CH2:14][O:13][CH2:12][CH2:11]1)[NH2:16]. Reported procedure: Methanol (1.35 Lt) and 3-fluoro-4-morpholinyl nitrobenzene (134 gr) are added into autoclave and followed by Raney Nickel (20.5 gr). The system was flushed with nitrogen and hydrogen gas. The pressure of hydrogen was set to 4.0 kg/cm−2. The reaction mixture was stirred at 45-50° C. under H2 pressure for 8 hrs & the reaction followed by TLC until completion. The reaction mixture was filtered through celite and the filtrate is distilled off evaporate solvent completely U/vacuum at <50° C. temperat...